From a dataset of the Open Reaction Database (ORD), a public repository of structured organic reaction records. describe an organic reaction: reactants, conditions, products, and yield Starting materials: [N-]=[N+]=[N-].[Na+] (sodium azide), OCC(CSC1=CC=CC=C1)NC1=C(C=C(C=C1)S(=O)(=O)N)[N+](=O)[O-] (4-((2-hydroxy-1-((phenylthio)methyl)ethyl)amino)-3-nitrobenzenesulfonamide), C(C)(C)N(C(C)C)CC (N,N-diisopropylethylamine), CS(=O)(=O)Cl (methanesulfonyl chloride). The reagents and catalysts are [I-].C(CCC)[N+](CCCC)(CCCC)CCCC (tetrabutylammonium iodide). Run in C(C)(=O)OCC (ethyl acetate), CN(C)C=O (DMF), ClCCl (dichloromethane), CN(C)C=O (DMF). Conditions: temperature 50 celsius, time 1 hour. Yields the product N(=[N+]=[N-])CC(CSC1=CC=CC=C1)NC1=C(C=C(C=C1)S(=O)(=O)N)[N+](=O)[O-] (4-((2-azido-1-((phenylthio)methyl)ethyl)amino)-3-nitrobenzenesulfonamide). Reaction SMILES: O[CH2:2][CH:3]([NH:12][C:13]1[CH:18]=[CH:17][C:16]([S:19]([NH2:22])(=[O:21])=[O:20])=[CH:15][C:14]=1[N+:23]([O-:25])=[O:24])[CH2:4][S:5][C:6]1[CH:11]=[CH:10][CH:9]=[CH:8][CH:7]=1.C(N(CC)C(C)C)(C)C.CS(Cl)(=O)=O.[N-:40]=[N+:41]=[N-:42].[Na+]>ClCCl.CN(C=O)C.[I-].C([N+](CCCC)(CCCC)CCCC)CCC.C(OCC)(=O)C>[N:40]([CH2:2][CH:3]([NH:12][C:13]1[CH:18]=[CH:17][C:16]([S:19]([NH2:22])(=[O:21])=[O:20])=[CH:15][C:14]=1[N+:23]([O-:25])=[O:24])[CH2:4][S:5][C:6]1[CH:11]=[CH:10][CH:9]=[CH:8][CH:7]=1)=[N+:41]=[N-:42] |f:3.4,7.8|. Reported procedure: A solution of Example 434B (1.01 g, 2.6 mmol) and N,N-diisopropylethylamine (0.70 mL, 4.0 mmol) in dichloromethane (5 mL) and DMF (5 mL) at room temperature was treated with methanesulfonyl chloride (0.22 mL, 2.90 mmol), stirred for 1 hour, and concentrated to remove the dichloromethane. The resulting DMF solution was treated with sodium azide (1.95 g, 30 mmol) and tetrabutylammonium iodide (100 mg), heated to 50° C. for 16 hours, diluted with ethyl acetate (200 mL), washed with water (100 mL) a... The reactants are Nc1cccc(-c2c(Cc3ccccc3)cnc3c(C(F)(F)F)cccc23)c1, O=Cc1ccc(Cl)nc1. Product: FC(F)(F)c1cccc2c(-c3cccc(NCc4ccc(Cl)nc4)c3)c(Cc3ccccc3)cnc12. Reaction SMILES: [CH2:1]([c:2]1[cH:3][cH:4][cH:5][cH:6][cH:7]1)[c:8]1[cH:9][n:10][c:11]2[c:12]([C:25]([F:26])([F:27])[F:28])[cH:13][cH:14][cH:15][c:16]2[c:17]1-[c:18]1[cH:19][c:20]([NH2:24])[cH:21][cH:22][cH:23]1.[Cl:29][c:30]1[cH:31][cH:32][c:33]([CH:36]=[O:37])[cH:34][n:35]1>>[CH2:1]([c:2]1[cH:3][cH:4][cH:5][cH:6][cH:7]1)[c:8]1[cH:9][n:10][c:11]2[c:12]([C:25]([F:26])([F:27])[F:28])[cH:13][cH:14][cH:15][c:16]2[c:17]1-[c:18]1[cH:19][c:20]([NH:24][CH2:36][c:33]2[cH:32][cH:31][c:30]([Cl:29])[n:35][cH:34]2)[cH:21][cH:22][cH:23]1. Starting materials: CCN(C(C)C)C(C)C (DIPEA), N[C@H](C(=O)O)CSC(C1=CC=CC=C1)(C1=CC=CC=C1)C1=CC=CC=C1 (2(R)-Amino-3-tritylsulfanylpropionic acid), FC([C@@H](C1=CC=C(C=C1)F)OS(=O)(=O)C(F)(F)F)(F)F (Trifluoromethanesulfonic acid 2,2,2-trifluoro-1(R)-(4-fluorophenyl)ethyl ester). Solvent: C(Cl)Cl (CH2Cl2), C(Cl)Cl (CH2Cl2). Reaction conditions: time 10 minute. Product: FC([C@H](C1=CC=C(C=C1)F)N[C@H](C(=O)O)CSC(C1=CC=CC=C1)(C1=CC=CC=C1)C1=CC=CC=C1)(F)F (2(R)-[2,2,2-trifluoro-1(S)-(4-fluorophenyl)ethylamino]-3-tritylsulfanylpropionic acid). Yield: 77.7%. As a reaction SMILES: [NH2:1][C@@H:2]([CH2:6][S:7][C:8]([C:21]1[CH:26]=[CH:25][CH:24]=[CH:23][CH:22]=1)([C:15]1[CH:20]=[CH:19][CH:18]=[CH:17][CH:16]=1)[C:9]1[CH:14]=[CH:13][CH:12]=[CH:11][CH:10]=1)[C:3]([OH:5])=[O:4].CCN(C(C)C)C(C)C.[F:36][C:37]([F:55])([F:54])[C@H:38](OS(C(F)(F)F)(=O)=O)[C:39]1[CH:44]=[CH:43][C:42]([F:45])=[CH:41][CH:40]=1>C(Cl)Cl>[F:55][C:37]([F:36])([F:54])[C@@H:38]([NH:1][C@@H:2]([CH2:6][S:7][C:8]([C:21]1[CH:26]=[CH:25][CH:24]=[CH:23][CH:22]=1)([C:9]1[CH:14]=[CH:13][CH:12]=[CH:11][CH:10]=1)[C:15]1[CH:16]=[CH:17][CH:18]=[CH:19][CH:20]=1)[C:3]([OH:5])=[O:4])[C:39]1[CH:40]=[CH:41][C:42]([F:45])=[CH:43][CH:44]=1. Procedure details: 2(R)-Amino-3-tritylsulfanylpropionic acid (78 g, 214.6 mmol) was dissolved in CH2Cl2 and DIPEA (112 mL, 643.8 mmol) was added and the reaction mixture was stirred for 10 min at room temperature. Trifluoromethanesulfonic acid 2,2,2-trifluoro-1(R)-(4-fluorophenyl)ethyl ester (70 g, 214.6 mmol) in CH2Cl2 was added and the reaction mixture was stirred overnight at room temperature. Solvent was removed under the reduced pressure and the residue was dissolved in Et2O and washed with 1N HCl, brine and ... As a reaction SMILES: [CH3:12][O:13][NH2:14].[CH3:16][N:17]([CH3:18])[CH:19]=[O:20].[ClH:11].[OH2:15].[SH:1][c:2]1[n:3][n:4][n:5][n:6]1[CH2:7][C:8](=[O:9])[OH:10]>>[SH:1][c:2]1[n:3][n:4][n:5][n:6]1[CH2:7][C:8](=[O:10])[NH:14][O:13][CH3:12]. Yields the product CONC(=O)Cn1nnnc1S. The reactants are CON, CN(C)C=O, Cl, O, O=C(O)Cn1nnnc1S. The reactants are C(C(=O)Cl)(=O)Cl (Oxalyl chloride), CC1=NOC(=C1C1=C(C=C(C(=O)O)C=C1)C)C (4-(3,5-dimethylisoxazol-4-yl)-3-methylbenzoic acid), ON=C(N)C1=C(C=CC=C1)OC(F)(F)F (N′-Hydroxy-2-(trifluoromethoxy)benzenecarboximidamide), CCN(C(C)C)C(C)C (DIEA). The product is CC1=NOC(=C1C1(CC=C(C=C1)C1=NC(=NO1)C1=C(C=CC=C1)OC(F)(F)F)C)C (5-[4-(3,5-dimethylisoxazol-4-yl)-4-methylpheyl]-3-[2-(trifluoromethoxy)phenyl]-1,2,4-oxadiazole). As a reaction SMILES: [C:1](Cl)(=O)C(Cl)=O.[CH3:7][C:8]1[C:12]([C:13]2[CH:21]=[CH:20][C:16]([C:17]([OH:19])=O)=[CH:15][C:14]=2C)=[C:11]([CH3:23])[O:10][N:9]=1.O[N:25]=[C:26]([C:28]1[CH:33]=[CH:32][CH:31]=[CH:30][C:29]=1[O:34][C:35]([F:38])([F:37])[F:36])[NH2:27].CCN(C(C)C)C(C)C>>[CH3:7][C:8]1[C:12]([C:13]2([CH3:1])[CH:14]=[CH:15][C:16]([C:17]3[O:19][N:27]=[C:26]([C:28]4[CH:33]=[CH:32][CH:31]=[CH:30][C:29]=4[O:34][C:35]([F:38])([F:37])[F:36])[N:25]=3)=[CH:20][CH2:21]2)=[C:11]([CH3:23])[O:10][N:9]=1. Procedure details: Oxalyl chloride (132 μL; 1.56 mmol; 3 eq.), Intermediate 30 (120 mg; 0.52 mmol; 1 eq.), Intermediate 2 (114 mg; 0.52 mmol, 1 eq.) and DIEA (268 μl; 1.56 mmol; 3 eq.) were reacted according to general procedure 2. Purification by column chromatography (c-hexane/ethyl acetate, 80/20) afforded the title compound as a yellow oil. The solvent is CN1C(CCC1)=O (N-methyl-pyrrolidinone). Procedure details: 2-Benzyloxy-6-chloro-4-cyanopyridine (0.8 g, 0.0033 mol) and meta-trifluoromethyl phenol (0.58 g, 0.0033×1.1 mol) were dissolved in 20 ml of N-methyl-pyrrolidinone, and anhydrous potassium carbonate (0.5 g, 0.0033×1.1 mol) was added thereto and the resultant solution was stirred for about 2.5 hours at about 100° C. Reactants: resultant solution, C(C1=CC=CC=C1)OC1=NC(=CC(=C1)C#N)Cl (2-Benzyloxy-6-chloro-4-cyanopyridine), FC(C=1C=C(C=CC1)O)(F)F (meta-trifluoromethyl phenol), C([O-])([O-])=O.[K+].[K+] (potassium carbonate). RXN SMILES: [CH2:1]([O:8][C:9]1[CH:14]=[C:13]([C:15]#[N:16])[CH:12]=[C:11](Cl)[N:10]=1)[C:2]1[CH:7]=[CH:6][CH:5]=[CH:4][CH:3]=1.[F:18][C:19]([F:28])([F:27])[C:20]1[CH:21]=[C:22]([OH:26])[CH:23]=[CH:24][CH:25]=1.C(=O)([O-])[O-].[K+].[K+]>CN1CCCC1=O>[CH2:1]([O:8][C:9]1[CH:14]=[C:13]([C:15]#[N:16])[CH:12]=[C:11]([O:26][C:22]2[CH:23]=[CH:24][CH:25]=[C:20]([C:19]([F:18])([F:27])[F:28])[CH:21]=2)[N:10]=1)[C:2]1[CH:7]=[CH:6][CH:5]=[CH:4][CH:3]=1 |f:2.3.4|. Yields the product C(C1=CC=CC=C1)OC1=NC(=CC(=C1)C#N)OC1=CC(=CC=C1)C(F)(F)F (2-benzyloxy-4-cyano-6-(meta-trifluoromethylphenoxy)pyridine).